From a dataset of the Open Reaction Database (ORD), a public repository of structured organic reaction records. describe an organic reaction: reactants, conditions, products, and yield Starting materials: BrC=1C=C(C=2N(C1)C(=NN2)C(C)C)[N+](=O)[O-] (6-bromo-3-isopropyl-8-nitro-[1,2,4]triazolo[4,3-a]pyridine). Yields the product Compound B, BrC=1C=C(C=2N(C1)C(=NN2)C(C)C)N (6-bromo-3-isopropyl-[1,2,4]triazolo[4,3-a]pyridin-8-amine). Reported procedure: Compound B was prepared by heating A, 6-bromo-3-isopropyl-8-nitro-[1,2,4]triazolo[4,3-a]pyridine, prepared as described in Example 9A, Step 1, (0.777 mmole) in acetic acid (6 mL) in the presence of Zinc dust (3.89 mmole) at 60 C for 1 hour. The reaction mixture was then diluted with methanol and filtered to celite. The filtrate was concentrated down and the residue was then filtered through silica gel with first ethyl acetate and then with 1:4 mixture of methanol and dichloromethane. The filtrat... RXN SMILES: [Br:1][C:2]1[CH:3]=[C:4]([N+:14]([O-])=O)[C:5]2[N:6]([C:8]([CH:11]([CH3:13])[CH3:12])=[N:9][N:10]=2)[CH:7]=1>C(O)(=O)C.CO.[Zn]>[Br:1][C:2]1[CH:3]=[C:4]([NH2:14])[C:5]2[N:6]([C:8]([CH:11]([CH3:12])[CH3:13])=[N:9][N:10]=2)[CH:7]=1. The reagents and catalysts are [Zn] (Zinc). Solvent: CO (methanol), C(C)(=O)O (acetic acid).